This data is from the Open Reaction Database (ORD), a public repository of structured organic reaction records. The task is: describe an organic reaction: reactants, conditions, products, and yield The reactants are [Si](C1=CC=CC=C1)(C1=CC=CC=C1)(C(C)(C)C)OCCCC=O (4-(tert-butyldiphenylsilyloxy)butanal), OCCN (hydroxy ethylamine). Solvent: C1=CC=CC=C1 (benzene), C1=CC=CC=C1 (benzene). Conditions: time 1.5 hour. The product is [Si](C1=CC=CC=C1)(C1=CC=CC=C1)(C(C)(C)C)OCCCC1OCCN1 (2-(3-(tert-butyldiphenylsilyloxy)propyl)oxazolidine). RXN SMILES: [Si:1]([O:18][CH2:19][CH2:20][CH2:21][CH:22]=[O:23])([C:14]([CH3:17])([CH3:16])[CH3:15])([C:8]1[CH:13]=[CH:12][CH:11]=[CH:10][CH:9]=1)[C:2]1[CH:7]=[CH:6][CH:5]=[CH:4][CH:3]=1.O[CH2:25][CH2:26][NH2:27]>C1C=CC=CC=1>[Si:1]([O:18][CH2:19][CH2:20][CH2:21][CH:22]1[NH:27][CH2:26][CH2:25][O:23]1)([C:14]([CH3:16])([CH3:17])[CH3:15])([C:8]1[CH:9]=[CH:10][CH:11]=[CH:12][CH:13]=1)[C:2]1[CH:3]=[CH:4][CH:5]=[CH:6][CH:7]=1. Reported procedure: A mixture of the 4-(tert-butyldiphenylsilyloxy)butanal (235 mg, 0.72 mmol) in benzene (3 ml) was added dropwise to a solution of hydroxy ethylamine (44 μL, 0.72 mmol) in benzene (3 mL). Powdered molecular sieves (4 Å, 600 mg) were added and the mixture was stirred for 1.5 h, before being filtered through a 20 μm Millipore syringe filter and concentrated. This gave 12 which was used directly and immediately in the synthesis of 13 (infra): 1H NMR(C6D6); δ1.18 (s, 9H), 1.65-1.82 (m, 2H), 2.62 (m, 2... Run in CN(C=O)C (dimethylformamide), O1CCCC1 (tetrahydrofuran). Reactants: [Cl-].[NH4+] (ammonium chloride), ClC1=CC=2C(C3=CC=CC=C3C2C(=C1)C)=O (2-chloro-4-methyl-fluoren-9-one), C([O-])([O-])=O.[K+].[K+] (potassium carbonate), C[Si](C(F)(F)F)(C)C (trimethyl(trifluoromethyl)silane), solution, [F-].C(CCC)[N+](CCCC)(CCCC)CCCC (tetrabutylammonium fluoride). Procedure details: Under anhydrous calcium chloride drying conditions, 2-chloro-4-methyl-fluoren-9-one (18.627 g), potassium carbonate (3.372 g) and dimethylformamide (100 ml) were mixed, trimethyl(trifluoromethyl)silane (16 ml) was added dropwise over 25 min at room temperature with stirring, and the mixture was further stirred at room temperature for 14 min. To this mixture, a 1M solution (122 ml) of tetrabutylammonium fluoride in tetrahydrofuran was added dropwise over 6 min. To the reaction mixture was added a... Yields the product ClC1=CC=2C(C3=CC=CC=C3C2C(=C1)C)(O)C(F)(F)F (2-chloro-4-methyl-9-trifluoromethyl-9H-fluoren-9-ol). Reaction SMILES: [Cl:1][C:2]1[CH:14]=[C:13]([CH3:15])[C:12]2[C:11]3[C:6](=[CH:7][CH:8]=[CH:9][CH:10]=3)[C:5](=[O:16])[C:4]=2[CH:3]=1.C(=O)([O-])[O-].[K+].[K+].C[Si](C)(C)[C:25]([F:28])([F:27])[F:26].[F-].C([N+](CCCC)(CCCC)CCCC)CCC.[Cl-].[NH4+]>O1CCCC1.CN(C)C=O>[Cl:1][C:2]1[CH:14]=[C:13]([CH3:15])[C:12]2[C:11]3[C:6](=[CH:7][CH:8]=[CH:9][CH:10]=3)[C:5]([C:25]([F:28])([F:27])[F:26])([OH:16])[C:4]=2[CH:3]=1 |f:1.2.3,5.6,7.8|.